From a dataset of the Open Reaction Database (ORD), a public repository of structured organic reaction records. describe an organic reaction: reactants, conditions, products, and yield Reactants: CS(=O)(=O)OCCOCCOC(=O)c1ccccc1, O=C([O-])[O-], Cc1cc2ncnc(Oc3ccccc3)c2[nH]1, CN(C)C=O, [K+], [K+], O. The product is Cc1cc2ncnc(Oc3ccccc3)c2n1CCOCCOC(=O)c1ccccc1. As a reaction SMILES: [C:18]([c:19]1[cH:20][cH:21][cH:22][cH:23][cH:24]1)(=[O:25])[O:26][CH2:27][CH2:28][O:29][CH2:30][CH2:31][O:32][S:33]([CH3:34])(=[O:35])=[O:36].[C:37](=[O:38])([O-:39])[O-:40].[CH3:1][c:2]1[cH:3][c:4]2[n:5][cH:6][n:7][c:8]([O:11][c:12]3[cH:13][cH:14][cH:15][cH:16][cH:17]3)[c:9]2[nH:10]1.[CH3:44][N:45]([CH3:46])[CH:47]=[O:48].[K+:41].[K+:42].[OH2:43]>>[CH3:1][c:2]1[cH:3][c:4]2[n:5][cH:6][n:7][c:8]([O:11][c:12]3[cH:13][cH:14][cH:15][cH:16][cH:17]3)[c:9]2[n:10]1[CH2:31][CH2:30][O:29][CH2:28][CH2:27][O:26][C:18]([c:19]1[cH:20][cH:21][cH:22][cH:23][cH:24]1)=[O:25]. Starting materials: ice water, FC(C(C(=O)O)(C)O)(F)F (3,3,3-trifluoro-2-hydroxy-2-methylpropanoic acid), BrC=1C=C(C(=O)C2=CC=CC=C2)C=CC1N (3-Bromo-4-aminobenzophenone), S(=O)(Cl)Cl (thionyl chloride). The solvent is CN(C(C)=O)C (N,N-dimethylacetamide). Run at time 1 hour. The product is C(C1=CC=CC=C1)(=O)C1=CC(=C(C=C1)NC(C(C(F)(F)F)(C)O)=O)Br (N-(4-Benzoyl-2-bromophenyl)-3,3,3,-trifluoro-2-hydroxy-2-methylpropanamide). Yield: 38.0%. RXN SMILES: [F:1][C:2]([F:10])([F:9])[C:3]([OH:8])([CH3:7])[C:4](O)=[O:5].S(Cl)(Cl)=O.[Br:15][C:16]1[CH:17]=[C:18]([CH:27]=[CH:28][C:29]=1[NH2:30])[C:19]([C:21]1[CH:26]=[CH:25][CH:24]=[CH:23][CH:22]=1)=[O:20]>CN(C)C(=O)C>[C:19]([C:18]1[CH:27]=[CH:28][C:29]([NH:30][C:4](=[O:5])[C:3]([OH:8])([CH3:7])[C:2]([F:10])([F:9])[F:1])=[C:16]([Br:15])[CH:17]=1)(=[O:20])[C:21]1[CH:22]=[CH:23][CH:24]=[CH:25][CH:26]=1. Procedure: To a stirred, cooled (-20° C.) solution of 3,3,3-trifluoro-2-hydroxy-2-methylpropanoic acid (0.75 g) in N,N-dimethylacetamide (10 mL) was rapidly added thionyl chloride (0.56 g) and the mixture stirred at -15° to -20° C. for 1 hour. 3-Bromo-4-aminobenzophenone (0.75 g) was then added in one portion and the mixture was allowed to stir at room temperature overnight. The solution was poured into ice water and the aqueous phase decanted from the resulting oily solid. Chromatography (eluent methylene... The reactants are BrCC(=O)C1=CC(=CC=C1)[N+](=O)[O-] (2-bromo-1-(3-nitrophenyl)ethanone), O1CCC(CC1)C(N)=S (tetrahydro-2H-pyran-4-carbothioamide). Run in C(C)O (ethanol). Yields the product [N+](=O)([O-])C=1C=C(C=CC1)C=1N=C(SC1)C1CCOCC1 (4-(3-nitrophenyl)-2-(tetrahydro-2H-pyran-4-yl)-1,3-thiazole). The yield is 98.2%. RXN SMILES: Br[CH2:2][C:3]([C:5]1[CH:10]=[CH:9][CH:8]=[C:7]([N+:11]([O-:13])=[O:12])[CH:6]=1)=O.[O:14]1[CH2:19][CH2:18][CH:17]([C:20](=[S:22])[NH2:21])[CH2:16][CH2:15]1>C(O)C>[N+:11]([C:7]1[CH:6]=[C:5]([C:3]2[N:21]=[C:20]([CH:17]3[CH2:18][CH2:19][O:14][CH2:15][CH2:16]3)[S:22][CH:2]=2)[CH:10]=[CH:9][CH:8]=1)([O-:13])=[O:12]. Procedure: A mixture of 2-bromo-1-(3-nitrophenyl)ethanone (245 mg, 1 mmol) and tetrahydro-2H-pyran-4-carbothioamide (144 mg, 1 mmol) is suspended in absolute ethanol (20 mL) and heated to reflux for 2 h. The solution is then cooled and evaporated to dryness. The crude is dissolved in DCM and washed twice with a solution of saturated sodium bicarbonate and once with water. The organic layer is dried up with sodium sulfate, filtered and evaporated to dryness to yield 285 mg of the title compound (98%). The reactants are C1CCOC1, CO, COC(=O)c1sc2ncn(CC(=O)NC3CCCCC3)c(=O)c2c1C, [Li+], [OH-], O, O. Product: Cc1c(C(=O)O)sc2ncn(CC(=O)NC3CCCCC3)c(=O)c12. As a reaction SMILES: [CH2:30]1[O:31][CH2:32][CH2:33][CH2:34]1.[CH3:35][OH:36].[CH:1]1([NH:7][C:8]([CH2:9][n:10]2[cH:11][n:12][c:13]3[c:14]([c:15]2=[O:16])[c:17]([CH3:24])[c:18]([C:20](=[O:21])[O:22][CH3:23])[s:19]3)=[O:25])[CH2:2][CH2:3][CH2:4][CH2:5][CH2:6]1.[Li+:29].[OH-:28].[OH2:26].[OH2:27]>>[CH:1]1([NH:7][C:8]([CH2:9][n:10]2[cH:11][n:12][c:13]3[c:14]([c:15]2=[O:16])[c:17]([CH3:24])[c:18]([C:20](=[O:21])[OH:22])[s:19]3)=[O:25])[CH2:2][CH2:3][CH2:4][CH2:5][CH2:6]1. Reactants: FC1=C(C=C(C=C1)S(=O)(=O)N)[N+](=O)[O-] (4-fluoro-3-nitrobenzenesulfonamide), CN(CCCN)C (N′,N′-dimethylpropane-1,3-diamine), FC1=C(C=C(C=C1)S(=O)(=O)N)S(=O)(=O)C(F)(F)F (4-fluoro-3-(trifluoromethylsulfonyl)benzenesulfonamide). The product is CN(CCCNC1=C(C=C(C=C1)S(=O)(=O)N)S(=O)(=O)C(F)(F)F)C (4-(3-(dimethylamino)propylamino)-3-(trifluoromethylsulfonyl)benzenesulfonamide). Reaction SMILES: FC1C=CC(S(N)(=O)=O)=CC=1[N+]([O-])=O.[CH3:15][N:16]([CH3:21])[CH2:17][CH2:18][CH2:19][NH2:20].F[C:23]1[CH:28]=[CH:27][C:26]([S:29]([NH2:32])(=[O:31])=[O:30])=[CH:25][C:24]=1[S:33]([C:36]([F:39])([F:38])[F:37])(=[O:35])=[O:34]>>[CH3:15][N:16]([CH3:21])[CH2:17][CH2:18][CH2:19][NH:20][C:23]1[CH:28]=[CH:27][C:26]([S:29]([NH2:32])(=[O:31])=[O:30])=[CH:25][C:24]=1[S:33]([C:36]([F:37])([F:39])[F:38])(=[O:35])=[O:34]. Procedure: The title compound was prepared by following the procedure described in Example 10C, replacing Example 10B and 4-fluoro-3-nitrobenzenesulfonamide with N′,N′-dimethylpropane-1,3-diamine and 4-fluoro-3-(trifluoromethylsulfonyl)benzenesulfonamide, respectively. Reactants: 251c, C(=O)(C(F)(F)F)O (TFA), COC1=CC2=C(CCCC(C2)N2CCOCC2)C=C1N (3-Methoxy-6-morpholin-4-yl-6,7,8,9-tetrahydro-5H-benzocyclohepten-2-ylamine), CS(=O)C1=NN2C(C=N1)=CC=C2C2=C(C=CC=C2)N(S(=O)(=O)C)C (N-[2-(2-Methanesulfinyl-pyrrolo[2,1-f][1,2,4]triazin-7-yl)-phenyl]-N-methyl-methanesulfonamide). The product is COC1=CC2=C(CCCC(C2)N2CCOCC2)C=C1NC1=NN2C(C=N1)=CC=C2C2=C(C=CC=C2)N(S(=O)(=O)C)C (N-{2-[2-(3-Methoxy-6-morpholin-4-yl-6,7,8,9-tetrahydro-5H-benzocyclohepten-2-ylamino)-pyrrolo[2,1-f][1,2,4]triazin-7-yl]-phenyl}-N-methyl-methanesulfonamide). The yield is 13.2%. Reaction SMILES: [CH3:1][O:2][C:3]1[C:19]([NH2:20])=[CH:18][C:6]2[CH2:7][CH2:8][CH2:9][CH:10]([N:12]3[CH2:17][CH2:16][O:15][CH2:14][CH2:13]3)[CH2:11][C:5]=2[CH:4]=1.CS([C:24]1[N:29]=[CH:28][C:27]2=[CH:30][CH:31]=[C:32]([C:33]3[CH:38]=[CH:37][CH:36]=[CH:35][C:34]=3[N:39]([CH3:44])[S:40]([CH3:43])(=[O:42])=[O:41])[N:26]2[N:25]=1)=O.C(O)(C(F)(F)F)=O>>[CH3:1][O:2][C:3]1[C:19]([NH:20][C:24]2[N:29]=[CH:28][C:27]3=[CH:30][CH:31]=[C:32]([C:33]4[CH:38]=[CH:37][CH:36]=[CH:35][C:34]=4[N:39]([CH3:44])[S:40]([CH3:43])(=[O:42])=[O:41])[N:26]3[N:25]=2)=[CH:18][C:6]2[CH2:7][CH2:8][CH2:9][CH:10]([N:12]3[CH2:13][CH2:14][O:15][CH2:16][CH2:17]3)[CH2:11][C:5]=2[CH:4]=1. Procedure details: Following a procedure analogous to 251c, 3-Methoxy-6-morpholin-4-yl-6,7,8,9-tetrahydro-5H-benzocyclohepten-2-ylamine (0.095 g, 0.34 mmol) and N-[2-(2-Methanesulfinyl-pyrrolo[2,1-f][1,2,4]triazin-7-yl)-phenyl]-N-methyl-methanesulfonamide (63 mg, 0.17 mol) were converted to the title compound (25.89 mgs) as a TFA salt. H-NMR (CDCl3) δ 9.59 (broad s, 1H-TFA), 8.96 (s, 1H), 7.90 (d, J=8.5 Hz, 1H), 7.81 (s, 1H), 7.68-7.49 (m, 4H), 6.98-6.95 (m, 3H), 4.06-4.00 (m, 2H), 3.85 (s, 3H), 3.78-3.69 (m, 2H),... Starting materials: I(=O)(=O)(=O)[O-].[Na+] (sodium metaperiodate), OC(CO)C=1N=C(SC1)NC(=O)NC1=CC=CC=C1 (4-(1,2-dihydroxyethyl)-2-(3-phenylureido)thiazole), CO (methanol). Run in O (water). Reaction conditions: time 2 hour. Product: C1(=CC=CC=C1)NC(NC=1SC=C(N1)C=O)=O (2-(3-phenylureido)thiazole-4-carbaldehyde). Reaction SMILES: I([O-])(=O)(=O)=O.[Na+].[OH:7][CH:8]([C:11]1[N:12]=[C:13]([NH:16][C:17]([NH:19][C:20]2[CH:25]=[CH:24][CH:23]=[CH:22][CH:21]=2)=[O:18])[S:14][CH:15]=1)CO.CO>O>[C:20]1([NH:19][C:17](=[O:18])[NH:16][C:13]2[S:14][CH:15]=[C:11]([CH:8]=[O:7])[N:12]=2)[CH:25]=[CH:24][CH:23]=[CH:22][CH:21]=1 |f:0.1|. Reported procedure: A solution of 0.76 g of sodium metaperiodate in 15 ml of water was added dropwise at room temperature to a mixture comprising 0.5 g of 4-(1,2-dihydroxyethyl)-2-(3-phenylureido)thiazole and 15 ml of methanol, and the mixture was stirred for 2 hours after completion of the dropwise addition. The solvent was then evaporated off under reduced pressure and the residue was washed with water, giving the desired compound as a white powder. Starting materials: C(C)(C)(C)OC(NC=1SC=2CN(CCC2N1)CC1=CC=C(C=C1)[C@H]1COC=2C(=NC=CC2)O1)=O ({5-[(S)-4-(2,3-Dihydro-[1,4]dioxino[2,3-b]pyridin-3-yl)-benzyl]-4,5,6,7-tetrahydro-thiazolo[5,4-c]pyridin-2-yl}-carbamic acid tert-butyl ester), C(C)(C)(C)OC(NC=1SC=2CN(CCC2N1)CC1=CC=C(C=C1)[C@H]1COC=2C(=NC=CC2)O1)=O ({5-[(S)-4-(2,3-Dihydro-[1,4]dioxino[2,3-b]pyridin-3-yl)-benzyl]-4,5,6,7-tetrahydro-thiazolo[5,4-c]pyridin-2-yl}-carbamic acid tert-butyl ester), Cl (HCl), O1CCOCC1 (1,4-dioxane). The reagents and catalysts are CO (MeOH). The solvent is C(Cl)Cl (DCM). Run at time 16 hour. The product is O1C[C@@H](OC2=NC=CC=C21)C2=CC=C(CN1CC3=C(CC1)N=C(S3)N)C=C2 (5-[(S)-4-(2,3-Dihydro-[1,4]dioxino[2,3-b]pyridin-3-yl)-benzyl]-4,5,6,7-tetrahydro-thiazolo[5,4-c]pyridin-2-ylamine). RXN SMILES: C(OC(=O)[NH:7][C:8]1[S:9][C:10]2[CH2:11][N:12]([CH2:17][C:18]3[CH:23]=[CH:22][C:21]([C@@H:24]4[O:33][C:28]5=[N:29][CH:30]=[CH:31][CH:32]=[C:27]5[O:26][CH2:25]4)=[CH:20][CH:19]=3)[CH2:13][CH2:14][C:15]=2[N:16]=1)(C)(C)C.Cl.O1CCOCC1>C(Cl)Cl.CO>[O:26]1[C:27]2[C:28](=[N:29][CH:30]=[CH:31][CH:32]=2)[O:33][C@@H:24]([C:21]2[CH:20]=[CH:19][C:18]([CH2:17][N:12]3[CH2:13][CH2:14][C:15]4[N:16]=[C:8]([NH2:7])[S:9][C:10]=4[CH2:11]3)=[CH:23][CH:22]=2)[CH2:25]1. Procedure: To a solution of {5-[(S)-4-(2,3-Dihydro-[1,4]dioxino[2,3-b]pyridin-3-yl)-benzyl]-4,5,6,7-tetrahydro-thiazolo[5,4-c]pyridin-2-yl}-carbamic acid tert-butyl ester (prepared from Intermediate N according to General Method K) (50 mg, 0.10 mmol) in DCM (2 mL) with several drops MeOH is added 4M HCl in 1,4-dioxane (1.0 mL, 4.0 mmol) and the reaction stirred at rt for 16 h. The reaction is concentrated, suspended in Et2O and filtered to give the title compound 258. (LC/MS method 16: ES+ m/z 381.4 [M+H]+... The solvent is C1(=CC=CC=C1)C (toluene). Isolated yield 20.1%. Yields the product NCC1(CSC1)CNC1=CC(=NC2=CC=C(C=C12)C)N1CCS(C2=C(C1)C=CC=C2)(=O)=O (N-{[3-(Aminomethyl)thietan-3-yl]methyl}-2-(1,1-dioxido-2,3-dihydro-1,4-benzothiazepin-4(5H)-yl)-6-methylquinolin-4-amine). Procedure: A flask containing 4-(4-chloro-6-methylquinolin-2-yl)-2,3,4,5-tetrahydro-1,4-benzothiazepine 1,1-dioxide (250 mg, 0.67 mmol), thietane-3,3-diyldimethanamine (266 mg, 2.01 mmol), tris(dibenzylideneacetone)dipalladium(0) (61.8 mg, 0.067 mmol), 2,2′-bis(diphenylphosphino)-1,1′-binaphthyl (42 mg, 0.067 mmol), sodium tert-butoxide (160 mg, 1.66 mmol) and toluene (15 mL) was evacuated and then filled with nitrogen (balloon). After being stirred at 110° C. overnight, the resulting mixture was diluted w... Reactants: ClC1=CC(=NC2=CC=C(C=C12)C)N1CCS(C2=C(C1)C=CC=C2)(=O)=O (4-(4-chloro-6-methylquinolin-2-yl)-2,3,4,5-tetrahydro-1,4-benzothiazepine 1,1-dioxide), S1CC(C1)(CN)CN (thietane-3,3-diyldimethanamine), C1(=CC=CC=C1)P(C1=C(C2=CC=CC=C2C=C1)C1=C(C=CC2=CC=CC=C12)P(C1=CC=CC=C1)C1=CC=CC=C1)C1=CC=CC=C1 (2,2′-bis(diphenylphosphino)-1,1′-binaphthyl), CC(C)([O-])C.[Na+] (sodium tert-butoxide). As a reaction SMILES: Cl[C:2]1[C:11]2[C:6](=[CH:7][CH:8]=[C:9]([CH3:12])[CH:10]=2)[N:5]=[C:4]([N:13]2[CH2:19][C:18]3[CH:20]=[CH:21][CH:22]=[CH:23][C:17]=3[S:16](=[O:25])(=[O:24])[CH2:15][CH2:14]2)[CH:3]=1.[S:26]1[CH2:29][C:28]([CH2:32][NH2:33])([CH2:30][NH2:31])[CH2:27]1.C1(P(C2C=CC=CC=2)C2C=CC3C(=CC=CC=3)C=2C2C3C(=CC=CC=3)C=CC=2P(C2C=CC=CC=2)C2C=CC=CC=2)C=CC=CC=1.CC(C)([O-])C.[Na+]>C1C=CC(/C=C/C(/C=C/C2C=CC=CC=2)=O)=CC=1.C1C=CC(/C=C/C(/C=C/C2C=CC=CC=2)=O)=CC=1.C1C=CC(/C=C/C(/C=C/C2C=CC=CC=2)=O)=CC=1.[Pd].[Pd].C1(C)C=CC=CC=1>[NH2:31][CH2:30][C:28]1([CH2:32][NH:33][C:2]2[C:11]3[C:6](=[CH:7][CH:8]=[C:9]([CH3:12])[CH:10]=3)[N:5]=[C:4]([N:13]3[CH2:19][C:18]4[CH:20]=[CH:21][CH:22]=[CH:23][C:17]=4[S:16](=[O:25])(=[O:24])[CH2:15][CH2:14]3)[CH:3]=2)[CH2:29][S:26][CH2:27]1 |f:3.4,5.6.7.8.9|. Reaction conditions: temperature 110 celsius, time 8 hour. The reagents and catalysts are C=1C=CC(=CC1)/C=C/C(=O)/C=C/C2=CC=CC=C2.C=1C=CC(=CC1)/C=C/C(=O)/C=C/C2=CC=CC=C2.C=1C=CC(=CC1)/C=C/C(=O)/C=C/C2=CC=CC=C2.[Pd].[Pd] (tris(dibenzylideneacetone)dipalladium(0)).